Dataset: the Open Reaction Database (ORD), a public repository of structured organic reaction records. Task: describe an organic reaction: reactants, conditions, products, and yield Starting materials: [H-].[Na+] (NaH), C(C)(=O)NC1=NC2=CC=C(C=C2C(=N1)C1=NNC=N1)C1=CC(=C(C=C1)OC)OC (2-acetamido-6-(3,4-dimethoxyphenyl)-4-(1,2,4-triazolyl)-quinazoline). The solvent is C(C)(C)O (isopropanol). Conditions: time 10 minute. Yields the product NC1=NC2=CC=C(C=C2C(=N1)OC(C)C)C1=CC(=C(C=C1)OC)OC (2-amino-6-(3,4-dimethoxyphenyl)-4-isopropoxy-quinazoline). Isolated yield 165.0%. RXN SMILES: [H-].[Na+].C([NH:6][C:7]1[N:16]=[C:15](C2N=CNN=2)[C:14]2[C:9](=[CH:10][CH:11]=[C:12]([C:22]3[CH:27]=[CH:26][C:25]([O:28][CH3:29])=[C:24]([O:30][CH3:31])[CH:23]=3)[CH:13]=2)[N:8]=1)(=O)C>C(O)(C)C>[NH2:6][C:7]1[N:16]=[C:15]([O:28][CH:25]([CH3:26])[CH3:24])[C:14]2[C:9](=[CH:10][CH:11]=[C:12]([C:22]3[CH:27]=[CH:26][C:25]([O:28][CH3:29])=[C:24]([O:30][CH3:31])[CH:23]=3)[CH:13]=2)[N:8]=1 |f:0.1|. Procedure details: To isopropanol (10 ml) was added NaH (80 mg of a 60% dispersion in mineral oil, 2.0 mmol). The mixture was stirred at room temperature for 10 minutes. Then, 2-acetamido-6-(3,4-dimethoxyphenyl)-4-(1,2,4-triazolyl)-quinazoline (195 mg, 0.5 mmol) was added. The resulting mixture was stirred at room temperature for another 20 minutes and then heated at 80° C. for 2 hours. The solvents were evaporated in vacuo and the crude residue was purified by silica gel flash chromatography, the mobile phase bei... The reactants are Cl.C(C1=CC=CC=C1)N1CCC(CC1)OC1=C(C(=C(C(=C1F)F)F)F)F (1-benzyl-4-(2,3,4,5,6-pentafluorophenoxy)piperidine hydrochloride), [H][H] (hydrogen). The reagents and catalysts are [Pd] (palladium on carbon). The solvent is CO (methanol). Reaction conditions: time 5 hour. Product: Cl.FC1=C(OC2CCNCC2)C(=C(C(=C1F)F)F)F (4-(2,3,4,5,6-pentafluorophenoxy)piperidine hydrochloride). Yield: 41.1%. RXN SMILES: [ClH:1].C([N:9]1[CH2:14][CH2:13][CH:12]([O:15][C:16]2[C:21]([F:22])=[C:20]([F:23])[C:19]([F:24])=[C:18]([F:25])[C:17]=2[F:26])[CH2:11][CH2:10]1)C1C=CC=CC=1.[H][H]>[Pd].CO>[ClH:1].[F:26][C:17]1[C:18]([F:25])=[C:19]([F:24])[C:20]([F:23])=[C:21]([F:22])[C:16]=1[O:15][CH:12]1[CH2:13][CH2:14][NH:9][CH2:10][CH2:11]1 |f:0.1,5.6|. Procedure details: To 2.0 g of 10% palladium on carbon was added 6.0 g of 1-benzyl-4-(2,3,4,5,6-pentafluorophenoxy)piperidine hydrochloride in 250 ml of methanol. The reaction mixture was pressurized to 50 psi with hydrogen and shaken on a Parr apparatus at room temperature for five hours. The mixture was then filtered and concentrated. Recrystallization of the concentrate from hot isopropanol afforded 1.9 g (42%) of 4-(2,3,4,5,6-pentafluorophenoxy)piperidine hydrochloride, m.p. 187°-190° C. Reactants: C(C)(=O)N1CCCCC1 (N-acetylpiperidine), C(C)(=O)N1CCCCC1 (N-acetylpiperidine), C(CCC)O (n-butanol). Reagents/catalysts: F[B-](F)(F)F.C[N+](C)(C)C (tetramethylammonium tetrafluoroborate). Product: C(C)(=O)N1C(CCCC1)OCCCC (1-acetyl-2-n-butoxypiperidine). Yield: 57.1%. RXN SMILES: [C:1]([N:4]1[CH2:9][CH2:8][CH2:7][CH2:6][CH2:5]1)(=[O:3])[CH3:2].[CH2:10]([OH:14])[CH2:11][CH2:12][CH3:13]>F[B-](F)(F)F.C[N+](C)(C)C>[C:1]([N:4]1[CH2:9][CH2:8][CH2:7][CH2:6][CH:5]1[O:14][CH2:10][CH2:11][CH2:12][CH3:13])(=[O:3])[CH3:2] |f:2.3|. Procedure: In the same manner as indicated in Example 6 there are electrolyzed 8.5 g of N-acetylpiperidine and 49.7 g of n-butanol in the presence of 0.3 g of tetramethylammonium tetrafluoroborate as conducting salt. After throughput of 2.5 Faraday per mol of N-acetylpiperidine the current is switched off. The calculated mean cell voltage is 91 volts. Work-up of the electrolysis solution gives 7.6 g of 1-acetyl-2-n-butoxypiperidine (boiling point 70° C./0.1 mbar; nD25 =1.4656), which corresponds to a produ... Reactants: CC1=CC=C(C=C1)[Mg]Cl (4-methylphenylmagnesium chloride), BrC1=CC=C(C#N)C=C1 (4-bromobenzonitrile), C1(=CC=CC=C1)P(C1=CC=CC=C1)C1=CC=CC=C1 (triphenylphosphine). Reagents/catalysts: [Pd](Cl)Cl (palladium (II) chloride). The solvent is O1CCCC1 (tetrahydrofuran), O1CCCC1 (tetrahydrofuran). Product: CC1=CC=C(C=C1)C1=CC=C(C=C1)C#N (4'-methylbiphenyl-4-carbonitrile). Yield: 91.0%. As a reaction SMILES: [CH3:1][C:2]1[CH:7]=[CH:6][C:5]([Mg]Cl)=[CH:4][CH:3]=1.Br[C:11]1[CH:18]=[CH:17][C:14]([C:15]#[N:16])=[CH:13][CH:12]=1.C1(P(C2C=CC=CC=2)C2C=CC=CC=2)C=CC=CC=1>O1CCCC1.[Pd](Cl)Cl>[CH3:1][C:2]1[CH:7]=[CH:6][C:5]([C:11]2[CH:18]=[CH:17][C:14]([C:15]#[N:16])=[CH:13][CH:12]=2)=[CH:4][CH:3]=1. Procedure: 4-methylphenylmagnesium chloride (98 g, 20% solution in tetrahydrofuran) is added dropwise over five hours to a refluxing solution of 4-bromobenzonitrile (20 g), palladium (II) chloride (0.78 g) and triphenylphosphine (2.3 g) in tetrahydrofuran (100 ml). [HPLC: yield 91-93%]. After cooling to room temperature tetrahydrofuran is removed under vacuum. The residue is taken up in toluene/water (1:1) (200 ml) and filtered. The aqueous phase is separated off. Solvent is removed by distillation and the...